From a dataset of the Open Reaction Database (ORD), a public repository of structured organic reaction records. describe an organic reaction: reactants, conditions, products, and yield Starting materials: Cl.N1(CCOCC1)CC1C(N=C2N(C1=O)C=CC=C2)=O (3-(4-morpholinylmethyl)pyrido[1,2-a]pyrimidine-2,4-dione hydrochloride), CC(C)([O-])C.[K+] (potassium t-butoxide), ClCN1S(=O)(=O)C2=CC(=CC(=C2C1=O)C(C)C)OC (2-Chloromethyl-4-isopropyl-6-methoxysaccharin). The solvent is O (water), CN(C=O)C (dimethylformamide). Reaction conditions: time 5 minute. Yields the product N1(CCOCC1)CC1=C(N=C2N(C1=O)C=CC=C2)OCN2S(=O)(=O)C1=CC(=CC(=C1C2=O)C(C)C)OC (2-[3-(4-morpholinylmethyl)-4-oxo-4-H-pyrido[1,2-a]pyrimidin-2yl]oxymethyl-4-isopropyl-6-methoxysaccharin). Yield: 47.1%. RXN SMILES: Cl.[N:2]1([CH2:8][CH:9]2[C:14](=[O:15])[N:13]3[CH:16]=[CH:17][CH:18]=[CH:19][C:12]3=[N:11][C:10]2=[O:20])[CH2:7][CH2:6][O:5][CH2:4][CH2:3]1.CC(C)([O-])C.[K+].Cl[CH2:28][N:29]1[C:39](=[O:40])[C:38]2[C:33](=[CH:34][C:35]([O:44][CH3:45])=[CH:36][C:37]=2[CH:41]([CH3:43])[CH3:42])[S:30]1(=[O:32])=[O:31]>CN(C)C=O.O>[N:2]1([CH2:8][C:9]2[C:14](=[O:15])[N:13]3[CH:16]=[CH:17][CH:18]=[CH:19][C:12]3=[N:11][C:10]=2[O:20][CH2:28][N:29]2[C:39](=[O:40])[C:38]3[C:33](=[CH:34][C:35]([O:44][CH3:45])=[CH:36][C:37]=3[CH:41]([CH3:43])[CH3:42])[S:30]2(=[O:31])=[O:32])[CH2:3][CH2:4][O:5][CH2:6][CH2:7]1 |f:0.1,2.3|. Procedure details: A mixture of 3-(4-morpholinylmethyl)pyrido[1,2-a]pyrimidine-2,4-dione hydrochloride (0.6 g) and potassium t-butoxide (0.49 g) in dimethylformamide (20 mL) was stirred at room temperature for five minutes. 2-Chloromethyl-4-isopropyl-6-methoxysaccharin (0.61 g) was added and stirring was continued at room temperature for one hour. The reaction mixture was diluted with water (50 mL) and extracted with dichloromethane (3×200 mL). The dichloromethane extract was dried over sodium sulfate and stripped... The reactants are CCN=C=NCCCN(C)C, CN(C)C=O, Cl, NCc1ccccc1, On1nnc2ccccc21, O=C(O)c1cccc(Nc2ncnc3cc[nH]c23)c1. The product is O=C(NCc1ccccc1)c1cccc(Nc2ncnc3cc[nH]c23)c1. RXN SMILES: [CH3:29][N:30]([CH3:31])[CH2:32][CH2:33][CH2:34][N:35]=[C:36]=[N:37][CH2:38][CH3:39].[CH3:50][N:51]([CH3:52])[CH:53]=[O:54].[ClH:28].[NH2:20][CH2:21][c:22]1[cH:23][cH:24][cH:25][cH:26][cH:27]1.[OH:40][n:41]1[c:42]2[cH:43][cH:44][cH:45][cH:46][c:47]2[n:48][n:49]1.[n:1]1[cH:2][n:3][c:4]([NH:10][c:11]2[cH:12][c:13]([C:14](=[O:15])[OH:16])[cH:17][cH:18][cH:19]2)[c:5]2[c:6]1[cH:7][cH:8][nH:9]2>>[n:1]1[cH:2][n:3][c:4]([NH:10][c:11]2[cH:12][c:13]([C:14](=[O:16])[NH:20][CH2:21][c:22]3[cH:23][cH:24][cH:25][cH:26][cH:27]3)[cH:17][cH:18][cH:19]2)[c:5]2[c:6]1[cH:7][cH:8][nH:9]2. Reactants: C(C1=CC=CC=C1)N1[C@@H](C[C@H](C1)O[Si](C)(C)C(C)(C)C)C=O ((2S,4R)-1-benzyl-4-(t-butyldimethylsilyloxy)-2-formylpyrrolidine), CN1N=CC=C1 (1-methylpyrazole), C(CCC)[Li] (n-butyllithium). Run in O1CCCC1 (tetrahydrofuran), O1CCCC1 (tetrahydrofuran), CCCCCC (hexane). Run at time 30 minute. The product is C(C1=CC=CC=C1)N1[C@@H](C[C@H](C1)O[Si](C)(C)C(C)(C)C)C(O)C1=CC=NN1C (1-{(2S,4R)-1-benzyl-4-(t-butyldimethylsilyloxy)-pyrrolidin-2-yl }-1-(1-methylpyrazol-5-yl)methanol). Isolated yield 87.9%. RXN SMILES: [CH3:1][N:2]1[CH:6]=[CH:5][CH:4]=[N:3]1.C([Li])CCC.[CH2:12]([N:19]1[CH2:23][C@H:22]([O:24][Si:25]([C:28]([CH3:31])([CH3:30])[CH3:29])([CH3:27])[CH3:26])[CH2:21][C@H:20]1[CH:32]=[O:33])[C:13]1[CH:18]=[CH:17][CH:16]=[CH:15][CH:14]=1>O1CCCC1.CCCCCC>[CH2:12]([N:19]1[CH2:23][C@H:22]([O:24][Si:25]([C:28]([CH3:29])([CH3:30])[CH3:31])([CH3:27])[CH3:26])[CH2:21][C@H:20]1[CH:32]([C:6]1[N:2]([CH3:1])[N:3]=[CH:4][CH:5]=1)[OH:33])[C:13]1[CH:14]=[CH:15][CH:16]=[CH:17][CH:18]=1. Procedure: To a solution of 1-methylpyrazole (30.5 g) in tetrahydrofuran (460 ml) was added dropwise n-butyllithium (1.6N) in hexane (250 ml) keeping the temperature below -60° C. The mixture was warmed to 0°-5° C. over 30 minutes, and stirred for 30 minutes, then cooled to -70°~60° C. To the mixture was added a solution of (2S,4R)-1-benzyl-4-(t-butyldimethylsilyloxy)-2-formylpyrrolidine (91.4 g) in tetrahydrofuran (90 ml) keeping the temperature below -60° C. The reaction mixture was warmed to 0°-5° C. ov...